Dataset: the Open Reaction Database (ORD), a public repository of structured organic reaction records. Task: describe an organic reaction: reactants, conditions, products, and yield Starting materials: CCOC(=O)C1CC(C=O)CCN1C(=O)OC(C)(C)C, Cc1ccccc1, O=CC=P(c1ccccc1)(c1ccccc1)c1ccccc1. Yields the product CCOC(=O)C1CC(C=CC=O)CCN1C(=O)OC(C)(C)C. RXN SMILES: [C:1]([CH3:2])([CH3:3])([CH3:4])[O:5][C:6](=[O:7])[N:8]1[CH:9]([C:16](=[O:17])[O:18][CH2:19][CH3:20])[CH2:10][CH:11]([CH:14]=[O:15])[CH2:12][CH2:13]1.[CH3:43][c:44]1[cH:45][cH:46][cH:47][cH:48][cH:49]1.[CH:21](=[O:22])[CH:23]=[P:24]([c:25]1[cH:26][cH:27][cH:28][cH:29][cH:30]1)([c:31]1[cH:32][cH:33][cH:34][cH:35][cH:36]1)[c:37]1[cH:38][cH:39][cH:40][cH:41][cH:42]1>>[C:1]([CH3:2])([CH3:3])([CH3:4])[O:5][C:6](=[O:7])[N:8]1[CH:9]([C:16](=[O:17])[O:18][CH2:19][CH3:20])[CH2:10][CH:11]([CH:14]=[CH:23][CH:21]=[O:22])[CH2:12][CH2:13]1. Reactants: FC(C(=O)O)(F)F.C1(=CC=CC=C1)C(CNC1=C2N=CN(C2=NC(=N1)NCCC=1N=CN(C1)C(C)C)[C@H]1[C@@H]([C@@H]([C@H](C1)NC(=O)C1CC1)O)O)C1=CC=CC=C1 (cyclopropanecarboxylic acid ((1S,2R,3S,4R)-4-{6-(2,2-diphenyl-ethylamino)-2-[2-(1-isopropyl-1H-imidazol-4-yl)-ethylamino]-purin-9-yl}-2,3-dihydroxy-cyclopentyl)-amide trifluoroacetate), ClC1=NC(=C2N=CN(C2=N1)[C@H]1[C@@H]([C@@H]([C@H](C1)NC(CC)=O)O)O)NCC(C1=CC=CC=C1)C1=CC=CC=C1 (N-{(1S,2R,3S,4R)-4-[2-chloro-6-(2,2-diphenyl-ethylamino)-purin-9-yl]-2,3-dihydroxy-cyclopentyl}-propionamide), C(C)(C)(C)OC(NC1CCNCC1)=O (piperidin-4-yl-carbamic acid tert-butyl ester). Product: FC(C(=O)O)(F)F.C(C)(C)(C)OC(NC1CCN(CC1)C1=NC(=C2N=CN(C2=N1)[C@H]1[C@@H]([C@@H]([C@H](C1)NC(CC)=O)O)O)NCC(C1=CC=CC=C1)C1=CC=CC=C1)=O ({1-[9-((1R,2S,3R,4S)-2,3-Dihydroxy-4-propionylamino-cyclopentyl)-6-(2,2-diphenyl-ethylamino)-9H-purin-2-yl]-piperidin-4-yl}-carbamic acid tert-butyl ester trifluoroacetate). RXN SMILES: [F:1][C:2]([F:7])([F:6])[C:3]([OH:5])=[O:4].[C:8]1([CH:14]([C:50]2[CH:55]=[CH:54][CH:53]=[CH:52][CH:51]=2)[CH2:15][NH:16][C:17]2[N:25]=[C:24](NCCC3N=CN(C(C)C)C=3)[N:23]=[C:22]3[C:18]=2[N:19]=[CH:20][N:21]3[C@@H:37]2[CH2:41][C@H:40]([NH:42][C:43]([CH:45]3C[CH2:46]3)=[O:44])[C@@H:39]([OH:48])[C@H:38]2[OH:49])[CH:13]=[CH:12][CH:11]=[CH:10][CH:9]=1.ClC1N=C2C(N=CN2[C@@H]2C[C@H](NC(=O)CC)[C@@H](O)[C@H]2O)=C(NCC(C2C=CC=CC=2)C2C=CC=CC=2)N=1.[C:93]([O:97][C:98](=[O:106])[NH:99][CH:100]1[CH2:105][CH2:104][NH:103][CH2:102][CH2:101]1)([CH3:96])([CH3:95])[CH3:94]>>[F:1][C:2]([F:7])([F:6])[C:3]([OH:5])=[O:4].[C:93]([O:97][C:98](=[O:106])[NH:99][CH:100]1[CH2:105][CH2:104][N:103]([C:24]2[N:23]=[C:22]3[C:18]([N:19]=[CH:20][N:21]3[C@@H:37]3[CH2:41][C@H:40]([NH:42][C:43](=[O:44])[CH2:45][CH3:46])[C@@H:39]([OH:48])[C@H:38]3[OH:49])=[C:17]([NH:16][CH2:15][CH:14]([C:8]3[CH:13]=[CH:12][CH:11]=[CH:10][CH:9]=3)[C:50]3[CH:51]=[CH:52][CH:53]=[CH:54][CH:55]=3)[N:25]=2)[CH2:102][CH2:101]1)([CH3:96])([CH3:94])[CH3:95] |f:0.1,4.5|. Procedure details: This compound is prepared analogously to cyclopropanecarboxylic acid ((1S,2R,3S,4R)-4-{6-(2,2-diphenyl-ethylamino)-2-[2-(1-isopropyl-1H-imidazol-4-yl)-ethylamino]-purin-9-yl}-2,3-dihydroxy-cyclopentyl)-amide trifluoroacetate by replacing cyclopropanes-carboxylic acid {(1S,2R,3S,4R)-4-[2-chloro-6-(2,2-diphenyl-ethylamino)-purin-9-yl]-2,3-dihydroxy-cyclopentyl}-amide with N-{(1S,2R,3S,4R)-4-[2-chloro-6-(2,2-diphenyl-ethylamino)-purin-9-yl]-2,3-dihydroxy-cyclopentyl}-propionamide and by replacing 2... Starting materials: Cl (HCl), ClS(=O)(=O)C=1C=C(C(=O)O)C=CC1F (3-chlorosulfonyl-4-fluorobenzoic acid), C(=O)(O)[O-].[Na+] (NaHCO3), FC(CN)(F)F (trifluoroethylamine). The solvent is O (water). Product: ClC1=C(C(=O)O)C=C(C(=C1)F)S(=O)(=O)NCC(F)(F)F (2-chloro-4-fluoro-5-{[(2,2,2-trifluoroethyl)amino]sulfonyl}benzoic acid). Isolated yield 83.0%. RXN SMILES: Cl[S:2]([C:5]1[CH:6]=[C:7]([CH:11]=[CH:12][C:13]=1[F:14])[C:8]([OH:10])=[O:9])(=[O:4])=[O:3].C([O-])(O)=O.[Na+].[F:20][C:21]([F:25])([F:24])[CH2:22][NH2:23].[ClH:26]>O>[Cl:26][C:11]1[CH:12]=[C:13]([F:14])[C:5]([S:2]([NH:23][CH2:22][C:21]([F:25])([F:24])[F:20])(=[O:4])=[O:3])=[CH:6][C:7]=1[C:8]([OH:10])=[O:9] |f:1.2|. Procedure: 4.997 g (18.3 mmol) 3-chlorosulfonyl-4-fluorobenzoic acid, 2.90 g (27.5 mmol) NaHCO3 were dissolved in 50 mL water. 1.45 mL (18.3 mmol) trifluoroethylamine was added dropwise to solution. Solution was acidified to pH=1 with concentrated HCl and product was extracted into ethyl acetate. Dried over MgSO4 and concentrated. 5.27 g recovered (83% yield). Crude product was used in subsequent step without further purification. 1H NMR (300 MHz, DMSO-d6) δ 9.22-9.37 (dt, 1H, J=6.44, 30.24 Hz), 7.80-7.92 ... Procedure details: The title compound was prepared from the compound of Example f and 1.5 eq vinyldimethylsilyl chloride according to General Method C. Purification by HPLC with 1:4 ethyl acetate/hexanes gave 630 mg of the desired product as a white solid, a 9% yield. m.p. 86-89° C. Reactants: C(C)NC(C1=C(C=CC=C1)Cl)=O (N-Ethyl-2-chlorobenzamide), C(=C)[Si](C)(C)Cl (vinyldimethylsilyl chloride). Reaction SMILES: [CH2:1]([NH:3][C:4](=[O:12])[C:5]1[CH:10]=[CH:9][CH:8]=[CH:7][C:6]=1[Cl:11])[CH3:2].[CH:13]([Si:15](Cl)([CH3:17])[CH3:16])=[CH2:14]>>[CH2:1]([NH:3][C:4](=[O:12])[C:5]1[C:10]([Si:15]([CH:13]=[CH2:14])([CH3:17])[CH3:16])=[CH:9][CH:8]=[CH:7][C:6]=1[Cl:11])[CH3:2]. Product: C(C)NC(C1=C(C=CC=C1[Si](C)(C)C=C)Cl)=O (N-Ethyl-2-chloro-6-(ethenyldimethylsilyl)benzamide). Starting materials: C(#N)C1=C(C=C(C=C1)C(C)(O)C1=CN=CN1CC(=O)O)F ({5-[1-(4-cyano-3-fluorophenyl)-1-hydroxyethyl]imidazol-1-yl}acetic acid), O.ON1N=NC2=C1C=CC=C2 (1-hydroxybenzotriazole hydrate), C(CCl)Cl (EDC), [Li] (lithium), Cl.N[C@H]1CN(CC1)C1=CC=CC2=CC=C(C=C12)O ((R)-3-amino-1-[7-hydroxynaphthalen-1-yl]pyrrolidine hydrochloride), C(C)(C)N(C(C)C)CC (N,N-diisopropylethylamine). Conditions: time 18 hour. The product is C(#N)C1=C(C=C(C=C1)C(C)(O)C1=CN=CN1CC(=O)N[C@H]1C(N(CC1)C1=CC=CC2=CC=C(C=C12)O)=O)F ((R)-2-{5-[1-(4-Cyano-3-fluorophenyl)-1-hydroxyethyl]imidazol-1-yl}-N-(1-(7-hydroxynaphthalen-1-yl)-2-oxopyrrolidin-3-yl)acetamide). As a reaction SMILES: [C:1]([C:3]1[CH:8]=[CH:7][C:6]([C:9]([C:12]2[N:16]([CH2:17][C:18]([OH:20])=O)[CH:15]=[N:14][CH:13]=2)([OH:11])[CH3:10])=[CH:5][C:4]=1[F:21])#[N:2].[Li].Cl.[NH2:24][C@@H:25]1[CH2:29][CH2:28][N:27]([C:30]2[C:39]3[C:34](=[CH:35][CH:36]=[C:37]([OH:40])[CH:38]=3)[CH:33]=[CH:32][CH:31]=2)[CH2:26]1.O.[OH:42]N1C2C=CC=CC=2N=N1.C(Cl)CCl.C(N(CC)C(C)C)(C)C>>[C:1]([C:3]1[CH:8]=[CH:7][C:6]([C:9]([C:12]2[N:16]([CH2:17][C:18]([NH:24][C@@H:25]3[CH2:29][CH2:28][N:27]([C:30]4[C:39]5[C:34](=[CH:35][CH:36]=[C:37]([OH:40])[CH:38]=5)[CH:33]=[CH:32][CH:31]=4)[C:26]3=[O:42])=[O:20])[CH:15]=[N:14][CH:13]=2)([OH:11])[CH3:10])=[CH:5][C:4]=1[F:21])#[N:2] |f:2.3,4.5,^1:21|. Procedure: A solution of {5-[1-(4-cyano-3-fluorophenyl)-1-hydroxyethyl]imidazol-1-yl}acetic acid, lithium salt, as described above in Step E, (40 mg, 0.136 mmol), (R)-3-amino-1-[7-hydroxynaphthalen-1-yl]pyrrolidine hydrochloride, as described in Example 29, Step J, (42 mg, 0.151 mmol), 1-hydroxybenzotriazole hydrate (23 mg, 0.17 mmol), EDC (33 mg, 0.17 mmol), and N,N-diisopropylethylamine (40 mg, 0.31 mmol) in dry, degassed DMF (1 mL) was stirred at ambient temperature for 18 hours. The solvent was removed... Reactants: CCOC(=O)c1cccc(C2=C(Br)CCC2)n1, COc1ccc(F)cc1B(O)O. Yields the product CCOC(=O)c1cccc(C2=C(c3cc(F)ccc3OC)CCC2)n1. As a reaction SMILES: [CH2:13]([CH3:14])[O:15][C:16](=[O:17])[c:18]1[n:19][c:20]([C:24]2=[C:25]([Br:29])[CH2:26][CH2:27][CH2:28]2)[cH:21][cH:22][cH:23]1.[F:1][c:2]1[cH:3][cH:4][c:5]([O:11][CH3:12])[c:6]([B:8]([OH:9])[OH:10])[cH:7]1>>[F:1][c:2]1[cH:3][cH:4][c:5]([O:11][CH3:12])[c:6]([C:25]2=[C:24]([c:20]3[n:19][c:18]([C:16]([O:15][CH2:13][CH3:14])=[O:17])[cH:23][cH:22][cH:21]3)[CH2:28][CH2:27][CH2:26]2)[cH:7]1. The reactants are Cc1ccccc1, Oc1ccc(F)cc1, CCC1CCC(c2ccc(C(=O)Cl)c(F)c2)CC1, O, c1ccncc1. Product: CCC1CCC(c2ccc(C(=O)Oc3ccc(F)cc3)c(F)c2)CC1. As a reaction SMILES: [CH3:34][c:35]1[cH:36][cH:37][cH:38][cH:39][cH:40]1.[F:1][c:2]1[cH:3][cH:4][c:5]([OH:8])[cH:6][cH:7]1.[F:9][c:10]1[c:11]([C:12](=[O:13])[Cl:14])[cH:15][cH:16][c:17]([CH:19]2[CH2:20][CH2:21][CH:22]([CH2:25][CH3:26])[CH2:23][CH2:24]2)[cH:18]1.[OH2:27].[cH:28]1[cH:29][cH:30][n:31][cH:32][cH:33]1>>[F:1][c:2]1[cH:3][cH:4][c:5]([O:8][C:12]([c:11]2[c:10]([F:9])[cH:18][c:17]([CH:19]3[CH2:20][CH2:21][CH:22]([CH2:25][CH3:26])[CH2:23][CH2:24]3)[cH:16][cH:15]2)=[O:13])[cH:6][cH:7]1. Reactants: C(C)OC(CCCOC1=C(C(=CC=C1)CCCCCCBr)CCC(=O)OCC)=O (4-[3-(6-bromo-hexyl)-2-(2-ethoxycarbonyl-ethyl)-phenoxy]-butyric acid ethyl ester), BrC=1C=C(C=C(C1)O)O (5-bromo-benzene-1,3-diol), [H-].[Li+] (lithium hydride). Solvent: O (water), CS(=O)C (dimethylsulfoxide). Reaction conditions: time 48 hour. Yields the product C(C)OC(CCCOC1=C(C(=CC=C1)CCCCCCOC1=CC(=CC(=C1)O)Br)CCC(=O)OCC)=O (4-[3-[6-(3-bromo-5-hydroxy-phenoxy)-hexyl]-2-(2-ethoxycarbonyl-ethyl)-phenoxy]-butyric acid ethyl ester). Isolated yield 49.7%. As a reaction SMILES: [CH2:1]([O:3][C:4](=[O:29])[CH2:5][CH2:6][CH2:7][O:8][C:9]1[CH:14]=[CH:13][CH:12]=[C:11]([CH2:15][CH2:16][CH2:17][CH2:18][CH2:19][CH2:20]Br)[C:10]=1[CH2:22][CH2:23][C:24]([O:26][CH2:27][CH3:28])=[O:25])[CH3:2].[Br:30][C:31]1[CH:32]=[C:33]([OH:38])[CH:34]=[C:35]([OH:37])[CH:36]=1.[H-].[Li+]>CS(C)=O.O>[CH2:1]([O:3][C:4](=[O:29])[CH2:5][CH2:6][CH2:7][O:8][C:9]1[CH:14]=[CH:13][CH:12]=[C:11]([CH2:15][CH2:16][CH2:17][CH2:18][CH2:19][CH2:20][O:37][C:35]2[CH:34]=[C:33]([OH:38])[CH:32]=[C:31]([Br:30])[CH:36]=2)[C:10]=1[CH2:22][CH2:23][C:24]([O:26][CH2:27][CH3:28])=[O:25])[CH3:2] |f:2.3|. Procedure details: To a solution of 4-[3-(6-bromo-hexyl)-2-(2-ethoxycarbonyl-ethyl)-phenoxy]-butyric acid ethyl ester (4.48 g, 9.5 mmol) and 5-bromo-benzene-1,3-diol (1.79 g, 9.47 mmol) in dimethylsulfoxide (30 mL) was added lithium hydride (160 mg, 20 mmol) at room temperature. The resulting suspension was stirred for 48 h and then the reaction mixture was diluted with water (100 mL). The organic compound was extracted into ethyl acetate (3×50 mL) and the combined organic extracts were washed with water (100 mL) ... Starting materials: N#CCl (cyanogen chloride), NC1=CC=CC=C1 (aniline), C1CN2CCN1CC2 (triethylene diamine), C1(=CC=CC=C1)S(=O)(=O)Cl (benzenesulfonyl chloride). Solvent: O1CCCC1 (tetrahydrofuran), C1CCOC1 (THF), O1CCCC1 (tetrahydrofuran). Reaction conditions: time 2.5 hour. The product is C1(=CC=CC=C1)S(=O)(=O)N(C#N)C1=CC=CC=C1 (N-benzene sulfonyl phenyl cyanamide). The yield is 84.4%. Reaction SMILES: [NH2:1][C:2]1[CH:7]=[CH:6][CH:5]=[CH:4][CH:3]=1.C1N2C[CH2:15][N:10](CC2)C1.[C:16]1([S:22](Cl)(=[O:24])=[O:23])[CH:21]=[CH:20][CH:19]=[CH:18][CH:17]=1.N#CCl>C1COCC1>[C:16]1([S:22]([N:1]([C:2]2[CH:7]=[CH:6][CH:5]=[CH:4][CH:3]=2)[C:15]#[N:10])(=[O:24])=[O:23])[CH:21]=[CH:20][CH:19]=[CH:18][CH:17]=1. Reported procedure: To a 3 liter 3-necked flask equipped with a stirrer, addition funnel, thermometer, and drying tube was charged 93.1 g (1.0 mole) of aniline, 111 g (1.1 moles) of triethylene diamine and 250 ml. of tetrahydrofuran. To this reaction mixture was added dropwise a solution of 176.6 g (1 mole) of benzenesulfonyl chloride in 300 ml. of tetrahydrofuran. The reaction mixture was stirred at room temperature for 2.5 hours and was then filtered. To the filtrate was added 111 g of triethylene diamine and thi...